Dataset: the Open Reaction Database (ORD), a public repository of structured organic reaction records. Task: describe an organic reaction: reactants, conditions, products, and yield Reactants: C(C)(C)NC(C)C (Diisopropylamine), C(C(C)C)(=O)O (isobutyric acid), Cl (hydrochloric acid), C(C)(C)(C)OC(=O)C=1SC(=CC1)CCl (5-chloromethylthiophene-2-carboxylic acid tert-butyl ester), C(CCC)[Li].CCCCCC (n-butyllithium hexane). Solvent: O1CCCC1 (tetrahydrofuran), C(C)(=O)OCC (Ethyl acetate), O1CCCC1 (tetrahydrofuran). Conditions: temperature -78 celsius, time 15 minute. Yields the product C(=O)(O)C1=CC=C(S1)CC(C(=O)O)(C)C (3-(5-carboxythiophen-2-yl)-2,2-dimethylpropanoic acid), crude product. Reaction SMILES: C(NC(C)C)(C)C.C([Li])CCC.CCCCCC.[C:19]([OH:24])(=[O:23])[CH:20]([CH3:22])[CH3:21].C([O:29][C:30]([C:32]1[S:33][C:34]([CH2:37]Cl)=[CH:35][CH:36]=1)=[O:31])(C)(C)C.Cl>O1CCCC1.C(OCC)(=O)C>[C:30]([C:32]1[S:33][C:34]([CH2:37][C:20]([CH3:22])([CH3:21])[C:19]([OH:24])=[O:23])=[CH:35][CH:36]=1)([OH:29])=[O:31] |f:1.2|. Procedure: Diisopropylamine (478 μL, 3.40 mmol) was dissolved in tetrahydrofuran (2.0 mL), the mixture was stirred at −78° C. for 15 minutes, and 2.6N n-butyllithium/hexane solution (1.31 mL, 3.40 mmol) was added dropwise. After dropwise addition, the mixture was stirred at 0° C. for 30 minutes, and isobutyric acid (158 μL, 1.70 mmol) was added dropwise at −78° C. After the completion of the dropwise addition, the mixture was stirred at 0° C. for 20 minutes, 5-chloromethylthiophene-2-carboxylic acid tert-b... The reactants are C(C)(=O)O (acetic acid), FC1=C2CCC(CC2=CC(=C1)F)=O (5,7-difluoro-2-tetralone), C(C)(C)C1=CN=C(S1)NC([C@H](CCC)N)=O (2-(S)-Amino-pentanoic acid (5-isopropyl-thiazol-2-yl)-amide), C(C)(=O)O[BH-](OC(C)=O)OC(C)=O.[Na+] (sodium triacetoxy borohydride), crude solution. The product is C(C)(C)C1=CN=C(S1)NC([C@H](CCC)NC1CC2=CC(=CC(=C2CC1)F)F)=O (2-(S)-(5,7-Difluoro-1,2,3,4-tetrahydro-naphthalen-2-ylamino)-pentanoic acid (5-isopropyl-thiazol-2-yl)-amide). As a reaction SMILES: [F:1][C:2]1[CH:11]=[C:10]([F:12])[CH:9]=[C:8]2[C:3]=1[CH2:4][CH2:5][C:6](=O)[CH2:7]2.[CH:14]([C:17]1[S:21][C:20]([NH:22][C:23](=[O:29])[C@@H:24]([NH2:28])[CH2:25][CH2:26][CH3:27])=[N:19][CH:18]=1)([CH3:16])[CH3:15].C(O[BH-](OC(=O)C)OC(=O)C)(=O)C.[Na+].C(O)(=O)C>ClCCl.CCOC(C)=O>[CH:14]([C:17]1[S:21][C:20]([NH:22][C:23](=[O:29])[C@@H:24]([NH:28][CH:6]2[CH2:5][CH2:4][C:3]3[C:8](=[CH:9][C:10]([F:12])=[CH:11][C:2]=3[F:1])[CH2:7]2)[CH2:25][CH2:26][CH3:27])=[N:19][CH:18]=1)([CH3:15])[CH3:16] |f:2.3|. Conditions: time 16 hour. Run in ClCCl (dichloromethane), CCOC(=O)C (EtOAc). Procedure: The 5,7-difluoro-2-tetralone (0.3 mmol) was dissolved in 2.0 mL of anhydrous dichloromethane under N2 at rt. 2-(S)-Amino-pentanoic acid (5-isopropyl-thiazol-2-yl)-amide (0.3 mmol) was then added to the reaction solution, followed by sodium triacetoxy borohydride (0.3 mmol) and acetic acid (0.3 mmol). The reaction was stirred at rt for 16 h. The crude solution was then diluted with 20 mL of EtOAc and washed with 20 mL of aqueous 1N NaOH solution and brine. The organic layer was dried over Na2SO4,... Isolated yield 83.4%. Product: C(C)(C)(C)OC(=O)N1[C@H](C[C@H](C1)OS(=O)(=O)C)CO ((2R,4R)-1-t-butoxycarbonyl-4-methanesulfonyloxypyrrolidine-2-methanol). Reported procedure: To a solution of (2R,4R)-1-t-butoxycarbonyl-4-methanesulfonyloxy-2-methoxycarbonylpyrrolidine (11.21 g: 34.4 mmole) in a mixture of tetrahydrofuran (34 ml) and ethanol (51 ml), sodium borohydride (5.21 g: 137.7 mmole) is added in a nitrogen atmosphere under ice cooling. The mixture is stirred for 75 minutes at room temperature to give (2R,4R)-1-t-butoxycarbonyl-4-methanesulfonyloxypyrrolidine-2-methanol (8.47 g). Yield: 83%. Colorless crystals. NMR δ(CDCl3) ppm: 1.48(s, 9H), 1.9 to 2.2(m, 1H), 2... RXN SMILES: [C:1]([O:5][C:6]([N:8]1[CH2:12][C@H:11]([O:13][S:14]([CH3:17])(=[O:16])=[O:15])[CH2:10][C@@H:9]1[C:18](OC)=[O:19])=[O:7])([CH3:4])([CH3:3])[CH3:2].[BH4-].[Na+]>O1CCCC1.C(O)C>[C:1]([O:5][C:6]([N:8]1[CH2:12][C@H:11]([O:13][S:14]([CH3:17])(=[O:15])=[O:16])[CH2:10][C@@H:9]1[CH2:18][OH:19])=[O:7])([CH3:4])([CH3:3])[CH3:2] |f:1.2|. The reactants are C(C)(C)(C)OC(=O)N1[C@H](C[C@H](C1)OS(=O)(=O)C)C(=O)OC ((2R,4R)-1-t-butoxycarbonyl-4-methanesulfonyloxy-2-methoxycarbonylpyrrolidine), [BH4-].[Na+] (sodium borohydride). Conditions: time 75 minute. Run in O1CCCC1 (tetrahydrofuran), C(C)O (ethanol). Starting materials: C(#N)C1=CC=C(CNC(C(N2N=C(C(=C2)C)C2=C(C=CC=C2)O)OCC)=O)C=C1 ((RS)-N-(4-cyano-benzyl)-2-ethoxy-2-[3-(2-hydroxy-phenyl)-4-methyl-pyrazol-1-yl]-acetamide), C([O-])([O-])=O.[Cs+].[Cs+] (cesium carbonate), ICC(=O)N (iodoacetamide). The solvent is CCOC(=O)C (EtOAc), O (water), CN(C)C=O (DMF). Reaction conditions: time 2 hour. Product: C(N)(=O)COC1=C(C=CC=C1)C1=NN(C=C1C)C(C(=O)NCC1=CC=C(C=C1)C#N)OCC ((RS)-2-[3-(2-carbamoylmethoxy-phenyl)-4-methyl-pyrazol-1-yl]-N-(4-cyano-benzyl)-2-ethoxy-acetamide). Isolated yield 66.7%. Reaction SMILES: [C:1]([C:3]1[CH:29]=[CH:28][C:6]([CH2:7][NH:8][C:9](=[O:27])[CH:10]([O:24][CH2:25][CH3:26])[N:11]2[CH:15]=[C:14]([CH3:16])[C:13]([C:17]3[CH:22]=[CH:21][CH:20]=[CH:19][C:18]=3[OH:23])=[N:12]2)=[CH:5][CH:4]=1)#[N:2].C(=O)([O-])[O-].[Cs+].[Cs+].I[CH2:37][C:38]([NH2:40])=[O:39]>CN(C=O)C.CCOC(C)=O.O>[C:38]([CH2:37][O:23][C:18]1[CH:19]=[CH:20][CH:21]=[CH:22][C:17]=1[C:13]1[C:14]([CH3:16])=[CH:15][N:11]([CH:10]([O:24][CH2:25][CH3:26])[C:9]([NH:8][CH2:7][C:6]2[CH:5]=[CH:4][C:3]([C:1]#[N:2])=[CH:29][CH:28]=2)=[O:27])[N:12]=1)(=[O:39])[NH2:40] |f:1.2.3|. Reported procedure: To a stirred solution of (RS)-N-(4-cyano-benzyl)-2-ethoxy-2-[3-(2-hydroxy-phenyl)-4-methyl-pyrazol-1-yl]-acetamide (200 mg) at r.t. in DMF (4 ml) under an argon atmosphere were added cesium carbonate (200 mg) followed by iodoacetamide (114 mg). The mixture was then stirred for 2 h. The mixture was diluted with EtOAc and water. The aqueous phase was extracted with EtOAc. The combined organics were washed with water. A solid started to precipitate out of the organic phase in the separating funnel....